From a dataset of the Open Reaction Database (ORD), a public repository of structured organic reaction records. describe an organic reaction: reactants, conditions, products, and yield The reactants are CCC(CC)COc1cc(NCCN2CCCC2)c(C)c(N2CCN(C(=O)OC(C)(C)C)CC2)c1, CO, Cl, C1COCCO1. Yields the product CCC(CC)COc1cc(NCCN2CCCC2)c(C)c(N2CCNCC2)c1, Cl. As a reaction SMILES: [CH2:1]([CH3:2])[CH:3]([CH2:4][O:5][c:6]1[cH:7][c:8]([NH:26][CH2:27][CH2:28][N:29]2[CH2:30][CH2:31][CH2:32][CH2:33]2)[c:9]([CH3:25])[c:10]([N:12]2[CH2:13][CH2:14][N:15]([C:18]([O:19][C:20]([CH3:21])([CH3:22])[CH3:23])=[O:24])[CH2:16][CH2:17]2)[cH:11]1)[CH2:34][CH3:35].[CH3:37][OH:38].[ClH:36].[O:39]1[CH2:40][CH2:41][O:42][CH2:43][CH2:44]1>>[CH2:1]([CH3:2])[CH:3]([CH2:4][O:5][c:6]1[cH:7][c:8]([NH:26][CH2:27][CH2:28][N:29]2[CH2:30][CH2:31][CH2:32][CH2:33]2)[c:9]([CH3:25])[c:10]([N:12]2[CH2:13][CH2:14][NH:15][CH2:16][CH2:17]2)[cH:11]1)[CH2:34][CH3:35].[ClH:36]. Starting materials: Cl.NNC(NN)=N (diaminoguanidine hydrochloride), C(C)(=O)NC(C(=O)C(C)(C)C)=O (N-acetyl-3,3,3-trimethylpyruvamide). Reaction SMILES: Cl.[NH2:2][NH:3][C:4](=[NH:7])[NH:5][NH2:6].C(N[C:12](=[O:19])[C:13]([C:15]([CH3:18])([CH3:17])[CH3:16])=O)(=O)C>O>[NH2:7][C:4]1[N:5]([NH2:6])[C:12](=[O:19])[C:13]([C:15]([CH3:18])([CH3:17])[CH3:16])=[N:2][N:3]=1 |f:0.1|. The solvent is O (water). Procedure details: 3.8 g (0.03 mole) of diaminoguanidine hydrochloride are dissolved in 35 ml of water. To this solution are added 5.1 g (0.03 mole) of N-acetyl-3,3,3-trimethylpyruvamide and the reaction mixture is heated for 15 minutes to 90° C. The reaction mixture is filtered and the filtrate is neutralised by addition of crystalline sodium bicarbonate. At pH 7, 3.6 g (66.7% of theory) of 3,4-diamino-6-(1,1-dimethylethyl)-4H-1,2,4-triazin-5-one precipitate in the form of a yellowish crystalline solid with a mel... Yields the product NC1=NN=C(C(N1N)=O)C(C)(C)C (3,4- Diamino-6-(1,1-dimethylethyl)-4H-1,2,4-triazin-5-one).